From a dataset of the Open Reaction Database (ORD), a public repository of structured organic reaction records. describe an organic reaction: reactants, conditions, products, and yield Starting materials: CSCCCNC(=O)C1NC(CC(C)(C)C)C(C#N)(c2ccc(Cl)cc2)C1c1cccc(Cl)c1, CC(=O)O, ClCCl, O, OO, [Zn]. Product: CC(C)(C)CC1NC(C(=O)NCCCS(C)(=O)=O)C(c2cccc(Cl)c2)C1(C#N)c1ccc(Cl)cc1. As a reaction SMILES: [CH3:1][S:2][CH2:3][CH2:4][CH2:5][NH:6][C:7](=[O:8])[CH:9]1[NH:10][CH:11]([CH2:30][C:31]([CH3:32])([CH3:33])[CH3:34])[C:12]([C:21]#[N:22])([c:23]2[cH:24][cH:25][c:26]([Cl:29])[cH:27][cH:28]2)[CH:13]1[c:14]1[cH:15][c:16]([Cl:20])[cH:17][cH:18][cH:19]1.[CH3:35][C:36]([OH:37])=[O:38].[Cl:42][CH2:43][Cl:44].[OH2:41].[OH:39][OH:40].[Zn:45]>>[CH3:1][S:2]([CH2:3][CH2:4][CH2:5][NH:6][C:7](=[O:8])[CH:9]1[NH:10][CH:11]([CH2:30][C:31]([CH3:32])([CH3:33])[CH3:34])[C:12]([C:21]#[N:22])([c:23]2[cH:24][cH:25][c:26]([Cl:29])[cH:27][cH:28]2)[CH:13]1[c:14]1[cH:15][c:16]([Cl:20])[cH:17][cH:18][cH:19]1)(=[O:37])=[O:41].